Dataset: the Open Reaction Database (ORD), a public repository of structured organic reaction records. Task: describe an organic reaction: reactants, conditions, products, and yield Reactants: N1C(C(CC1)O\N=C(/C(=O)OCC)\C(CCl)=O)=O (ethyl (Z)-2-[(2-pyrrolidon-3-yl)oxyimino]-3-oxo-4-chloro-n-butyrate), C(C)(=O)NC(=S)N (acetylthiourea), CN(C1=CC=CC=C1)C (N,N-dimethylaniline). Run in C(C)O (ethanol). Reaction conditions: time 4 hour. The product is C(C)(=O)NC=1SC=C(N1)/C(/C(=O)OCC)=N/OC1C(NCC1)=O (ethyl (Z)-2-(2-acetamidothiazol-4-yl)-2-[(2-pyrrolidon-3-yl)oxyimino]acetate). The yield is 49.9%. Reaction SMILES: [NH:1]1[CH2:5][CH2:4][CH:3]([O:6]/[N:7]=[C:8](/[C:14](=O)[CH2:15]Cl)\[C:9]([O:11][CH2:12][CH3:13])=[O:10])[C:2]1=[O:18].[C:19]([NH:22][C:23]([NH2:25])=[S:24])(=[O:21])[CH3:20].CN(C)C1C=CC=CC=1>C(O)C>[C:19]([NH:22][C:23]1[S:24][CH:15]=[C:14](/[C:8](=[N:7]/[O:6][CH:3]2[CH2:4][CH2:5][NH:1][C:2]2=[O:18])/[C:9]([O:11][CH2:12][CH3:13])=[O:10])[N:25]=1)(=[O:21])[CH3:20]. Procedure: 2.77 g of ethyl (Z)-2-[(2-pyrrolidon-3-yl)oxyimino]-3-oxo-4-chloro-n-butyrate and 1.2 g of acetylthiourea are added to 20 ml of ethanol, and 2.0 g of N,N-dimethylaniline are added thereto. The mixture is stirred at 20° to 30° C. for 4 hours. Then, the mixture is concentrated under reduced pressure to drynss. The residue is dissolved in chloroform, and the solution is washed with water and an aqueous sodium bicarbonate solution, successively. The chloroform solution is dried and concentrated unde... Reactants: OC1=C2C(=NC=C1C(=O)OCC)CCCCCCCC2 (ethyl 4-hydroxy-5,6,7,8,9,10,11,12-octahydrocyclodeca[b]pyridine-3-carboxylate), P(=O)(Cl)(Cl)Cl (phosphorus oxychloride). Yields the product ClC1=C2C(=NC=C1C(=O)OCC)CCCCCCCC2 (ethyl 4-chloro-5,6,7,8,9,10,11,12-octahydrocyclodeca[b]pyridine-3-carboxylate). RXN SMILES: O[C:2]1[C:7]([C:8]([O:10][CH2:11][CH3:12])=[O:9])=[CH:6][N:5]=[C:4]2[CH2:13][CH2:14][CH2:15][CH2:16][CH2:17][CH2:18][CH2:19][CH2:20][C:3]=12.P(Cl)(Cl)([Cl:23])=O>>[Cl:23][C:2]1[C:7]([C:8]([O:10][CH2:11][CH3:12])=[O:9])=[CH:6][N:5]=[C:4]2[CH2:13][CH2:14][CH2:15][CH2:16][CH2:17][CH2:18][CH2:19][CH2:20][C:3]=12. Procedure details: A mixture of 4.0 g of ethyl 4-hydroxy-5,6,7,8,9,10,11,12-octahydrocyclodeca[b]pyridine-3-carboxylate and 25 ml of phosphorus oxychloride is refluxed under argon for 3 hours and then evaporated to dryness under reduced pressure. A solution of the residue in methylene chloride is treated with ice and water and basified with 10N sodium hydroxide. The layers are separated, the aqueous phase is re-extracted with methylene chloride; the combined organic extract is dried with magnesium sulfate, filtere... Reactants: CC(C)(Cc1ccc(O)cc1)[N+](=O)[O-], O=Cc1ccc(F)cc1, O. The product is CC(C)(Cc1ccc(Oc2ccc(C=O)cc2)cc1)[N+](=O)[O-]. As a reaction SMILES: [CH3:1][C:2]([CH2:3][c:4]1[cH:5][cH:6][c:7]([OH:10])[cH:8][cH:9]1)([CH3:11])[N+:12](=[O:13])[O-:14].[F:15][c:16]1[cH:17][cH:18][c:19]([CH:20]=[O:21])[cH:22][cH:23]1.[OH2:24]>>[CH3:1][C:2]([CH2:3][c:4]1[cH:5][cH:6][c:7]([O:10][c:16]2[cH:17][cH:18][c:19]([CH:20]=[O:21])[cH:22][cH:23]2)[cH:8][cH:9]1)([CH3:11])[N+:12](=[O:13])[O-:14]. The reactants are C(C)O (ethanol), C1(=CC=CC=C1)C (toluene), ClC1=CC(=C(C=C1OC1CCCC1)NC(OCC)=O)F (Ethyl N-(4-chloro-5-cyclopentyloxy-2-fluorphenyl)carbamate), ferric chloride, OC(C(=O)OCC)C(=C)C (ethyl 2-hydroxy-3-methyl-3-butenoate). The reagents and catalysts are C(CCC)N(CCCC)CCCC (tributylamine). Run in CCCCCC (hexane). Run at temperature 200 celsius. The product is ClC1=CC(=C(C=C1OC1CCCC1)N1C(OC(C1=O)=C(C)C)=O)F (3-(4-chloro-5-cyclopentyloxy-2-fluorophenyl)-5-isopropylidene-1,3-oxazolidine-2,4-dione). Isolated yield 74.5%. Reaction SMILES: [Cl:1][C:2]1[C:7]([O:8][CH:9]2[CH2:13][CH2:12][CH2:11][CH2:10]2)=[CH:6][C:5]([NH:14][C:15](=[O:19])[O:16][CH2:17][CH3:18])=[C:4]([F:20])[CH:3]=1.O[CH:22]([C:28](C)=C)[C:23](OCC)=O.C([OH:33])C.C1(C)C=CC=CC=1>C(N(CCCC)CCCC)CCC.CCCCCC>[Cl:1][C:2]1[C:7]([O:8][CH:9]2[CH2:10][CH2:11][CH2:12][CH2:13]2)=[CH:6][C:5]([N:14]2[C:18](=[O:33])[C:17](=[C:22]([CH3:28])[CH3:23])[O:16][C:15]2=[O:19])=[C:4]([F:20])[CH:3]=1. Procedure details: Ethyl N-(4-chloro-5-cyclopentyloxy-2-fluorphenyl)carbamate (674 g, 2.24 mmol), ferric chloride (3.7 g, 22.8 mmol) and tributylamine (21 g, 0.113 mol) were introduced into a three-necked flask (3 L) equipped with a mechanical stirrer and a Dean Stark, and the resulting mixture was heated to 200° C. with stirring to form a homogeneous solution. Then, ethyl 2-hydroxy-3-methyl-3-butenoate (484 g, 3.51 mol) was added dropwise over 5.5 hours, and after the addition, the solution was stirred for anothe... The reactants are C(C)OC(=O)C1=C(NC(C(=C1)Br)=O)C(F)(F)F (5-bromo-1,6-dihydro-6-oxo-2-(trifluoromethyl)-3-pyridinecarboxylic acid ethyl ester), OCC1=NC=CC=C1 (2-(hydroxymethyl)-pyridine). The product is C(C)OC(C1=C(N=C(C(=C1)Br)OCC1=NC=CC=C1)C(F)(F)F)=O (5-Bromo-6-(pyridin-2-ylmethoxy)-2-trifluoromethyl-nicotinic acid ethyl ester). As a reaction SMILES: [CH2:1]([O:3][C:4]([C:6]1[CH:11]=[C:10]([Br:12])[C:9](=[O:13])[NH:8][C:7]=1[C:14]([F:17])([F:16])[F:15])=[O:5])[CH3:2].O[CH2:19][C:20]1[CH:25]=[CH:24][CH:23]=[CH:22][N:21]=1>>[CH2:1]([O:3][C:4](=[O:5])[C:6]1[CH:11]=[C:10]([Br:12])[C:9]([O:13][CH2:19][C:20]2[CH:25]=[CH:24][CH:23]=[CH:22][N:21]=2)=[N:8][C:7]=1[C:14]([F:17])([F:15])[F:16])[CH3:2]. Procedure details: The title compound was synthesized in analogy to Example 1a, using 5-bromo-1,6-dihydro-6-oxo-2-(trifluoromethyl)-3-pyridinecarboxylic acid ethyl ester (CAS Registry No. 862111-61-3) and 2-(hydroxymethyl)-pyridine as starting materials, MS (ISP) 407.1 (M+H)+.